Dataset: the Open Reaction Database (ORD), a public repository of structured organic reaction records. Task: describe an organic reaction: reactants, conditions, products, and yield Reactants: ClC1=C(C=CC=C1)N1N=C(CC1C1=CC=CC(=N1)C1=CC=C(C=C1)SC)C(C(F)(F)F)(F)F (1-(2-chloro-phenyl)-5-[2-(4-methylsulfanyl-phenyl)-pyridin-6-yl]-3-pentafluoroethyl-4,5-dihydro-1H-pyrazole), ClC1=CC(=CC=C1)C(=O)OO (meta-chloroperbenzoic acid). The solvent is ClCCl (dichloromethane). Run at time 30 minute. Product: ClC1=C(C=CC=C1)N1N=C(CC1C1=CC=CC(=N1)C1=CC=C(C=C1)S(=O)C)C(C(F)(F)F)(F)F (1-(2-chloro-phenyl)-5-[2-(4-methanesulfinyl-phenyl)-pyridin-6-yl]-3-pentafluoroethyl-4,5-dihydro-1H-pyrazole). The yield is 38.9%. Reaction SMILES: [Cl:1][C:2]1[CH:7]=[CH:6][CH:5]=[CH:4][C:3]=1[N:8]1[CH:12]([C:13]2[N:18]=[C:17]([C:19]3[CH:24]=[CH:23][C:22]([S:25][CH3:26])=[CH:21][CH:20]=3)[CH:16]=[CH:15][CH:14]=2)[CH2:11][C:10]([C:27]([F:33])([F:32])[C:28]([F:31])([F:30])[F:29])=[N:9]1.ClC1C=CC=C(C(OO)=[O:42])C=1>ClCCl>[Cl:1][C:2]1[CH:7]=[CH:6][CH:5]=[CH:4][C:3]=1[N:8]1[CH:12]([C:13]2[N:18]=[C:17]([C:19]3[CH:24]=[CH:23][C:22]([S:25]([CH3:26])=[O:42])=[CH:21][CH:20]=3)[CH:16]=[CH:15][CH:14]=2)[CH2:11][C:10]([C:27]([F:33])([F:32])[C:28]([F:30])([F:31])[F:29])=[N:9]1. Procedure details: To a mixture of 1-(2-chloro-phenyl)-5-[2-(4-methylsulfanyl-phenyl)-pyridin-6-yl]-3-pentafluoroethyl-4,5-dihydro-1H-pyrazole (9.0 mg, 0.02 mmol) prepared in Example 153 in dichloromethane (1.0 mL), was slowly added meta-chloroperbenzoic acid (77%, 2.0 mg, 0.01 mmol) at 0° C. The reaction mixture was stirred at room temperature for 30 minutes, quenched with a saturated solution of sodium hydrogen carbonate, and then extracted with dichloromethane three times. The combined extract was washed with b...